This data is from the Open Reaction Database (ORD), a public repository of structured organic reaction records. The task is: describe an organic reaction: reactants, conditions, products, and yield Starting materials: CC1CN(Cc2ccccc2)CCC1=O, C1CCOC1, C[Si](C)(C)[N-][Si](C)(C)C, CI, [Li+]. The product is CC1CN(Cc2ccccc2)CC(C)C1=O. As a reaction SMILES: [CH2:1]([c:2]1[cH:3][cH:4][cH:5][cH:6][cH:7]1)[N:8]1[CH2:9][CH:10]([CH3:15])[C:11](=[O:14])[CH2:12][CH2:13]1.[CH2:28]1[O:29][CH2:30][CH2:31][CH2:32]1.[CH3:16][Si:17]([CH3:18])([CH3:19])[N-:20][Si:21]([CH3:22])([CH3:23])[CH3:24].[I:26][CH3:27].[Li+:25]>>[CH2:1]([c:2]1[cH:3][cH:4][cH:5][cH:6][cH:7]1)[N:8]1[CH2:9][CH:10]([CH3:15])[C:11](=[O:14])[CH:12]([CH3:16])[CH2:13]1. Starting materials: Br.COC=1C=C2CCC3=C(N=C(S3)N)C2=CC1 (7-methoxy4,5-dihydronaphto[1,2-D][1,3]thiazol-2-amine hydrobromide), C1(=CC=CC=C1)C1=CC=C(C=C1)S(=O)(=O)Cl (4-phenylbenzenesulfonyl chloride). Yields the product COC=1C=C2CCC3=C(N=C(S3)NS(=O)(=O)C3=CC=C(C=C3)C3=CC=CC=C3)C2=CC1 (N-(7-methoxy-4,5-dihydronaphtho[1,2-d][1,3]thiazol-2-yl)[1,1′-biphenyl]-4-sulfonamide), solid. As a reaction SMILES: Br.[CH3:2][O:3][C:4]1[CH:5]=[C:6]2[C:15](=[CH:16][CH:17]=1)[C:10]1[N:11]=[C:12]([NH2:14])[S:13][C:9]=1[CH2:8][CH2:7]2.[C:18]1([C:24]2[CH:29]=[CH:28][C:27]([S:30](Cl)(=[O:32])=[O:31])=[CH:26][CH:25]=2)[CH:23]=[CH:22][CH:21]=[CH:20][CH:19]=1>>[CH3:2][O:3][C:4]1[CH:5]=[C:6]2[C:15](=[CH:16][CH:17]=1)[C:10]1[N:11]=[C:12]([NH:14][S:30]([C:27]3[CH:26]=[CH:25][C:24]([C:18]4[CH:23]=[CH:22][CH:21]=[CH:20][CH:19]=4)=[CH:29][CH:28]=3)(=[O:32])=[O:31])[S:13][C:9]=1[CH2:8][CH2:7]2 |f:0.1|. Procedure details: The title compound was prepared from 7-methoxy4,5-dihydronaphto[1,2-D][1,3]thiazol-2-amine hydrobromide and 4-phenylbenzenesulfonyl chloride as described in the synthetic METHOD B to give a white-yellow solid (17.0 mg) with purity >80%. MS (pos) m/z 449.2.